From a dataset of the Open Reaction Database (ORD), a public repository of structured organic reaction records. describe an organic reaction: reactants, conditions, products, and yield The reactants are CC(=O)[O-], ClCCl, [Na+], [Na+], CN(C)C=O, [OH-], O=P(Cl)(Cl)Cl, c1cc(CN2CCOCC2)c[nH]1. Product: O=Cc1[nH]ccc1CN1CCOCC1. Reaction SMILES: [CH3:24][C:25](=[O:26])[O-:27].[Cl:30][CH2:31][Cl:32].[Na+:23].[Na+:29].[O:1]=[CH:2][N:3]([CH3:4])[CH3:5].[OH-:28].[P:6]([Cl:7])([Cl:8])([Cl:9])=[O:10].[nH:11]1[cH:12][c:13]([CH2:16][N:17]2[CH2:18][CH2:19][O:20][CH2:21][CH2:22]2)[cH:14][cH:15]1>>[O:1]=[CH:2][c:12]1[nH:11][cH:15][cH:14][c:13]1[CH2:16][N:17]1[CH2:18][CH2:19][O:20][CH2:21][CH2:22]1. The reactants are [Br-], COC(=O)c1ccc(OS(=O)(=O)C(F)(F)F)c(C#N)c1, [Zn+]C1CCCCC1, C1CCOC1. The product is COC(=O)c1ccc(C2CCCCC2)c(C#N)c1. As a reaction SMILES: [Br-:21].[C:1](#[N:2])[c:3]1[cH:4][c:5]([C:6](=[O:7])[O:8][CH3:9])[cH:10][cH:11][c:12]1[O:13][S:14]([C:15]([F:16])([F:17])[F:18])(=[O:19])=[O:20].[CH:22]1([Zn+:28])[CH2:23][CH2:24][CH2:25][CH2:26][CH2:27]1.[O:29]1[CH2:30][CH2:31][CH2:32][CH2:33]1>>[C:1](#[N:2])[c:3]1[cH:4][c:5]([C:6](=[O:7])[O:8][CH3:9])[cH:10][cH:11][c:12]1[CH:22]1[CH2:23][CH2:24][CH2:25][CH2:26][CH2:27]1. The reactants are FC1=C(C(=CC(=C1)C(C)OC)F)C1=C(C=CC(=N1)C(=O)OC)F (methyl 6-(2,6-difluoro-4-(1-methoxyethyl)phenyl)-5-fluoropicolinate), [OH-].[Li+] (lithium hydroxide). Solvent: CO (MeOH), O (water). Conditions: time 8 hour. Product: FC1=C(C(=CC(=C1)C(C)OC)F)C1=C(C=CC(=N1)C(=O)O)F (6-(2,6-difluoro-4-(1-methoxyethyl)phenyl)-5-fluoropicolinic acid). Reaction SMILES: [F:1][C:2]1[CH:7]=[C:6]([CH:8]([O:10][CH3:11])[CH3:9])[CH:5]=[C:4]([F:12])[C:3]=1[C:13]1[N:18]=[C:17]([C:19]([O:21]C)=[O:20])[CH:16]=[CH:15][C:14]=1[F:23].[OH-].[Li+]>CO.O>[F:1][C:2]1[CH:7]=[C:6]([CH:8]([O:10][CH3:11])[CH3:9])[CH:5]=[C:4]([F:12])[C:3]=1[C:13]1[N:18]=[C:17]([C:19]([OH:21])=[O:20])[CH:16]=[CH:15][C:14]=1[F:23] |f:1.2|. Reported procedure: To a solution of methyl 6-[2,6-difluoro-4-(1-hydroxyethyl)phenyl]-5-fluoro-pyridine-2-carboxylate (1.21 mmol, 376 mg; penultimate intermediate en route to Intermediate 136) in N,N-dimethylformamide (50 mL) at 0° C. was added sodium hydride (60 mass % in mineral oil, 1.5 equiv., 1.81 mmol, 72.5 mg). The mixture was stirred for 2 minutes, then iodomethane (3.0 equiv., 3.62 mmol, 0.226 mL) was added. The reaction mixture was stirred at room temperature for 2 days. The reaction mixture was quenched ... Starting materials: ClC1=CC=C(C=C1)O (p-chlorophenol), [OH-].[K+] (KOH), BrC1=CC=C(C=C1)OC (p-bromoanisole). The reagents and catalysts are [Cu] (copper). The solvent is C(C)OCC (diethyl ether). Conditions: temperature 100 celsius. Product: ClC1=CC=C(OC2=CC=C(C=C2)OC)C=C1 (p-(p-Chlorophenoxy)-anisole). RXN SMILES: [Cl:1][C:2]1[CH:7]=[CH:6][C:5]([OH:8])=[CH:4][CH:3]=1.[OH-].[K+].Br[C:12]1[CH:17]=[CH:16][C:15]([O:18][CH3:19])=[CH:14][CH:13]=1>C(OCC)C.[Cu]>[Cl:1][C:2]1[CH:7]=[CH:6][C:5]([O:8][C:12]2[CH:17]=[CH:16][C:15]([O:18][CH3:19])=[CH:14][CH:13]=2)=[CH:4][CH:3]=1 |f:1.2|. Reported procedure: A mixture of 67 g (0.520 mol) of p-chlorophenol and 29.5 g (0.520 mol) of KOH pellets is heated to 100° C. for 2 hours under a pressure of about 5 mm Hg. Thereafter 117 g (0.625 mol) of p-bromoanisole and 1 g of copper powder are added and the mixture is then heated to about 220°-230° C. for 5 hours. The cooled reaction mixture is taken up in diethyl ether and after removing the inorganic salts by filtration the filtrate is washed with 2 N sodium hydroxide solution and with water. The solvent is...